From a dataset of the Open Reaction Database (ORD), a public repository of structured organic reaction records. describe an organic reaction: reactants, conditions, products, and yield Reactants: Cl (hydrochloric acid), COC=1C=C(C=O)C=C(C1)OC (3,5-dimethoxybenzaldehyde), OC1=CC=C(C=C1)CC(=O)O (4-hydroxyphenylacetic acid). Solvent: C(Cl)(Cl)Cl (chloroform), C(C)(=O)OC(C)=O (acetic anhydride), C(C)N(CC)CC (triethylamine). Conditions: temperature 150 celsius, time 20 hour. The product is COC1=CC(=CC(=C1)OC)/C=C/C=2C=CC(=CC2)O (pterostilbene), COC=1C=C(C=C(C1)OC)\C=C(/C(=O)O)\C1=CC=C(C=C1)O (α-[(3,5-dimethoxyphenyl)methylene]-4-hydroxy-(αZ)-benzeneacetic acid). RXN SMILES: [CH3:1][O:2][C:3]1[CH:4]=[C:5]([CH:8]=[C:9]([O:11][CH3:12])[CH:10]=1)[CH:6]=O.[OH:13][C:14]1[CH:19]=[CH:18][C:17]([CH2:20][C:21]([OH:23])=[O:22])=[CH:16][CH:15]=1.Cl>C(OC(=O)C)(=O)C.C(N(CC)CC)C.C(Cl)(Cl)Cl>[CH3:1][O:2][C:3]1[CH:10]=[C:9]([O:11][CH3:12])[CH:8]=[C:5](/[CH:6]=[CH:20]/[C:17]2[CH:16]=[CH:15][C:14]([OH:13])=[CH:19][CH:18]=2)[CH:4]=1.[CH3:1][O:2][C:3]1[CH:4]=[C:5](/[CH:6]=[C:20](/[C:17]2[CH:18]=[CH:19][C:14]([OH:13])=[CH:15][CH:16]=2)\[C:21]([OH:23])=[O:22])[CH:8]=[C:9]([O:11][CH3:12])[CH:10]=1. Reported procedure: Pterostilbene was synthesized as previously described (Joseph et al., supra). Briefly, pterostilbene was synthesized by condensation of 3,5-dimethoxybenzaldehyde and 4-hydroxyphenylacetic acid in acetic anhydride and triethylamine. The reaction mixture was heated (150° C.) under an atmosphere of nitrogen and continuously stirred. After 20 h, the reaction was stopped and cooled to room temperature, and concentrated hydrochloric acid (5 mL) was added. A precipitate formed, and this was dissolved i... The reactants are CS(=O)C (Dimethyl sulfoxide), ClS(=O)(=O)C1=NN2C(C(=CC=C2Cl)OC)=N1 (2-chlorosulfonyl-5-chloro-8-methoxy[1,2,4]triazolo[1,5-a]pyridine), FC1=C(N)C(=CC=C1)F (2,6-difluoroaniline), N1=CC=CC=C1 (pyridine). The solvent is O (water), ClCCl (Dichloromethane), C(C)#N (acetonitrile). Run at time 20 minute. Yields the product FC1=C(C(=CC=C1)F)NS(=O)(=O)C1=NN2C(C(=CC=C2Cl)OC)=N1 (N-(2,6-Difluorophenyl)-5-chloro-8-methoxy[1,2,4]triazolo[1,5-a]pyridine-2-sulfonamide). Isolated yield 62.3%. Reaction SMILES: CS(C)=O.Cl[S:6]([C:9]1[N:20]=[C:12]2[C:13]([O:18][CH3:19])=[CH:14][CH:15]=[C:16]([Cl:17])[N:11]2[N:10]=1)(=[O:8])=[O:7].[F:21][C:22]1[CH:28]=[CH:27][CH:26]=[C:25]([F:29])[C:23]=1[NH2:24].N1C=CC=CC=1>C(#N)C.O.ClCCl>[F:21][C:22]1[CH:28]=[CH:27][CH:26]=[C:25]([F:29])[C:23]=1[NH:24][S:6]([C:9]1[N:20]=[C:12]2[C:13]([O:18][CH3:19])=[CH:14][CH:15]=[C:16]([Cl:17])[N:11]2[N:10]=1)(=[O:8])=[O:7]. Reported procedure: Dimethyl sulfoxide (90 microliters, 94 micrograms, 1.2 mmol) was added with stirring to a solution of 2-chlorosulfonyl-5-chloro-8-methoxy[1,2,4]triazolo[1,5-a]pyridine (1.7 g, 6 mmol), 2,6-difluoroaniline (1.6 g, 12 mmol) and pyridine (0.5 g, 6 mmol) in acetonitrile (20 mL) at ambient temperature. The reaction was complete in about 20 min. Dichloromethane and water were added and the solid that separated was collected by filtration. The organic layer was concentrated by evaporation and the resid... Starting materials: C(C)(C)(C)N (tert-Butylamine), C(C(=O)Cl)(=O)Cl (Oxalyl chloride), C1(=CC=CC=C1)COC(=O)N1CCC(CC1)(C(=O)O)C1CCCCC1 (4-Cyclohexyl-1,4-piperidinedicarboxylic Acid 1-(phenylmethyl) Ester). Reagents/catalysts: CN(C)C=O (DMF). Solvent: C(Cl)Cl (methylene chloride), C(Cl)Cl (methylene chloride). Reaction conditions: temperature 0 celsius, time 2 hour. Yields the product C1(=CC=CC=C1)COC(=O)N1CCC(CC1)(C(=O)NC(C)(C)C)C1CCCCC1 (4-Cyclohexyl-4-[[(1,1-dimethylethyl)amino]carbonyl]-1-piperidinecarboxylic Acid Phenylmethyl Ester). Isolated yield 100.7%. As a reaction SMILES: [C:1]1([CH2:7][O:8][C:9]([N:11]2[CH2:16][CH2:15][C:14]([CH:20]3[CH2:25][CH2:24][CH2:23][CH2:22][CH2:21]3)([C:17]([OH:19])=O)[CH2:13][CH2:12]2)=[O:10])[CH:6]=[CH:5][CH:4]=[CH:3][CH:2]=1.C(Cl)(=O)C(Cl)=O.[C:32]([NH2:36])([CH3:35])([CH3:34])[CH3:33]>C(Cl)Cl.CN(C=O)C>[C:1]1([CH2:7][O:8][C:9]([N:11]2[CH2:16][CH2:15][C:14]([CH:20]3[CH2:21][CH2:22][CH2:23][CH2:24][CH2:25]3)([C:17]([NH:36][C:32]([CH3:35])([CH3:34])[CH3:33])=[O:19])[CH2:13][CH2:12]2)=[O:10])[CH:2]=[CH:3][CH:4]=[CH:5][CH:6]=1. Reported procedure: 4-Cyclohexyl-1,4-piperidinedicarboxylic acid 1-(phenylmethyl) ester (8-4) (2.50 g, 7.24 mmol) was dissolved in 36 mL of methylene chloride and cooled at 0° C. in an ice-water bath. Oxalyl chloride (2.0 M solution in CH2Cl2, 3.98 mL, 7.96 mmol) was then added dropwise followed by the addition of 1-2 drops of DMF. This mixture was stirred at 0° C. for 2 h and then concentrated with toluene. The residue was dissolved in 36 mL of methylene chloride and cooled at 0° C. in an ice-water bath. tert-Buty... Reactants: C(C1=CC=CC=C1)N (benzylamine), CC(CCCOS(=O)(=O)C1=CC=C(C)C=C1)(C)[N+](=O)[O-] (4-methyl-4-nitro-1-tosyloxypentane). The solvent is C(C)N(CC)CC (triethylamine). Conditions: temperature 70 celsius. Product: C(C1=CC=CC=C1)NCCCC(C)([N+](=O)[O-])C (N-Benzyl-4-methyl-4-nitro-pent-1-ylamine). Reaction SMILES: [CH2:1]([NH2:8])[C:2]1[CH:7]=[CH:6][CH:5]=[CH:4][CH:3]=1.[CH3:9][C:10]([N+:26]([O-:28])=[O:27])([CH3:25])[CH2:11][CH2:12][CH2:13]OS(C1C=CC(C)=CC=1)(=O)=O>C(N(CC)CC)C>[CH2:1]([NH:8][CH2:13][CH2:12][CH2:11][C:10]([CH3:25])([N+:26]([O-:28])=[O:27])[CH3:9])[C:2]1[CH:7]=[CH:6][CH:5]=[CH:4][CH:3]=1. Reported procedure: To a stirred mixture of benzylamine (9 ml) and triethylamine (5.5 ml) was added 4-methyl-4-nitro-1-tosyloxypentane (11.9 gm). The mixture was then heated to 70° C. for 2 hrs. The mixture was cooled and partitioned between ethyl acetate and water, the ethyl acetate solution was washed twice with water, then with brine and dried over magnesium sulphate. The solution was evaporated and the product isolated by column chromatography of the residue using gradient elution (Kieselgel; 1:1 60/80 petroleu... Reactants: S1C=NC=2C=NC=CC21 (thiazolo[4,5-c]pyridine), C([O-])([O-])=O.[K+].[K+] (potassium carbonate), CI (methyl iodide), [BH4-].[Na+] (Sodium borohydride). Solvent: CN(C=O)C (N,N-dimethylformamide), O (water). Conditions: temperature 80 celsius. Yields the product CN1CC2=C(CC1)SC=N2 (5-Methyl-4,5,6,7-tetrahydrothiazolo[4,5-c]pyridine). Reaction SMILES: [S:1]1[C:9]2[CH:8]=[CH:7][N:6]=[CH:5][C:4]=2[N:3]=[CH:2]1.CI.[BH4-].[Na+].[C:14](=O)([O-])[O-].[K+].[K+]>CN(C)C=O.O>[CH3:14][N:6]1[CH2:7][CH2:8][C:9]2[S:1][CH:2]=[N:3][C:4]=2[CH2:5]1 |f:2.3,4.5.6|. Procedure details: In N,N-dimethylformamide (80 ml) was dissolved thiazolo[4,5-c]pyridine (700 mg), followed by the addition of methyl iodide (0.65 ml). The resulting mixture was stirred under heat at 80° C. for 4 hours. After concentration of the reaction mixture under reduced pressure, the residue was dissolved in water (100 ml). Sodium borohydride (583 mg) was added to the resulting solution, followed by stirring at room temperature for 1 hour. After the addition of a saturated aqueous solution of potassium car... Reactants: COc1ccc(Br)c(CC(=O)O)c1, ClCCl, CN(C)C=O, O=S(Cl)Cl. Product: COc1ccc(Br)c(CC(=O)Cl)c1. RXN SMILES: [CH3:1][O:2][c:3]1[cH:4][cH:5][c:6]([Br:13])[c:7]([CH2:9][C:10](=[O:11])[OH:12])[cH:8]1.[Cl:23][CH2:24][Cl:25].[O:14]=[CH:15][N:16]([CH3:17])[CH3:18].[S:19]([Cl:20])([Cl:21])=[O:22]>>[CH3:1][O:2][c:3]1[cH:4][cH:5][c:6]([Br:13])[c:7]([CH2:9][C:10](=[O:11])[Cl:21])[cH:8]1. The reactants are COC(C[C@@H]1COC2=C1C=CC(=C2)O[C@@H]2CCC1=C(C=CC(=C21)F)O)=O ({(S)-6-[(R)-7-fluoro-4-hydroxy-indan-1-yloxy]-2,3-dihydro-benzofuran-3-yl}-acetic acid methyl ester), CN1N=CC2=CC(=C(C=C12)C)B(O)O (1,6-dimethyl-indazole-5-boronic acid), Intermediate 6. Yields the product COC(C[C@@H]1COC2=C1C=CC(=C2)O[C@@H]2CCC1=C(C=CC(=C21)F)OC=2C=C1C=NN(C1=CC2C)C)=O ({(S)-6-[(R)-7-Fluoro-4-(1,6-dimethyl-1H-indazol-5-yloxy)-indan-1-yloxy]-2,3-dihydro-benzofuran-3-yl}-acetic acid methyl ester). RXN SMILES: [CH3:1][O:2][C:3](=[O:26])[CH2:4][C@H:5]1[C:9]2[CH:10]=[CH:11][C:12]([O:14][C@H:15]3[C:23]4[C:18](=[C:19]([OH:25])[CH:20]=[CH:21][C:22]=4[F:24])[CH2:17][CH2:16]3)=[CH:13][C:8]=2[O:7][CH2:6]1.[CH3:27][N:28]1[C:36]2[C:31](=[CH:32][C:33](B(O)O)=[C:34]([CH3:37])[CH:35]=2)[CH:30]=[N:29]1>>[CH3:1][O:2][C:3](=[O:26])[CH2:4][C@H:5]1[C:9]2[CH:10]=[CH:11][C:12]([O:14][C@H:15]3[C:23]4[C:18](=[C:19]([O:25][C:33]5[CH:32]=[C:31]6[C:36](=[CH:35][C:34]=5[CH3:37])[N:28]([CH3:27])[N:29]=[CH:30]6)[CH:20]=[CH:21][C:22]=4[F:24])[CH2:17][CH2:16]3)=[CH:13][C:8]=2[O:7][CH2:6]1. Procedure: The title compound is prepared from {(S)-6-[(R)-7-fluoro-4-hydroxy-indan-1-yloxy]-2,3-dihydro-benzofuran-3-yl}-acetic acid methyl ester and 1,6-dimethyl-indazole-5-boronic acid following a procedure analogous to that described for Intermediate 6. LC (method 10): tR=0.89 min; Mass spectrum (ESI+): m/z=503 [M+H]+. Starting materials: C(=O)(OC(C)(C)C)N1CCN(CC1)C1=C(C=CC=C1)N (1-Boc-4-(2-aminophenyl)-piperazine), C(C)(C)N=C=O (isopropyl isocyanate), C(C)(C)N=C=O (isopropyl isocyanate), C(C)(C)N=C=O (isopropyl isocyanate). Solvent: C1CCOC1 (THF). Conditions: time 1 hour. Product: C(=O)(OC(C)(C)C)N1CCN(CC1)C1=C(C=CC=C1)NC(=O)NC(C)C (1-Boc-4-[2-(3-isopropyl-ureido)-phenyl]-piperazine). Yield: 66.0%. RXN SMILES: [C:1]([N:8]1[CH2:13][CH2:12][N:11]([C:14]2[CH:19]=[CH:18][CH:17]=[CH:16][C:15]=2[NH2:20])[CH2:10][CH2:9]1)([O:3][C:4]([CH3:7])([CH3:6])[CH3:5])=[O:2].[CH:21]([N:24]=[C:25]=[O:26])([CH3:23])[CH3:22]>C1COCC1>[C:1]([N:8]1[CH2:13][CH2:12][N:11]([C:14]2[CH:19]=[CH:18][CH:17]=[CH:16][C:15]=2[NH:20][C:25]([NH:24][CH:21]([CH3:23])[CH3:22])=[O:26])[CH2:10][CH2:9]1)([O:3][C:4]([CH3:7])([CH3:6])[CH3:5])=[O:2]. Procedure details: To a solution of 1-Boc-4-(2-aminophenyl)-piperazine (270 mg, 1.0 mmol) in 10 mL of THF was added isopropyl isocyanate (90 uL, 1.46 mmol). After stirring for about 1 hour, another 90 microliter of isopropyl isocyanate was added. After stirring for about 3 days, another 290 microliter of isopropyl isocyanate was added. After stirring overnight, the solution was concentrated. Purification by silica gel chromatography (35 g SiO2, 20 to 50% EtOAc/hexanes, over 30 minutes at 35 mL/min) afforded about ...